This data is from the Open Reaction Database (ORD), a public repository of structured organic reaction records. The task is: describe an organic reaction: reactants, conditions, products, and yield The reactants are COc1ccc(C2OCC(C)C(C(C)C(=O)CCCCC(C)C(O[Si](C)(C)C(C)(C)C)C(C)C=CC(CC(O[Si](C)(C)C(C)(C)C)C(C)C=CCOC(c3ccccc3)(c3ccccc3)c3ccccc3)O[Si](C)(C)C(C)(C)C)O2)cc1, C1CCOC1. Yields the product COc1ccc(C2OCC(C)C(C(C)C(O)CCCCC(C)C(O[Si](C)(C)C(C)(C)C)C(C)C=CC(CC(O[Si](C)(C)C(C)(C)C)C(C)C=CCOC(c3ccccc3)(c3ccccc3)c3ccccc3)O[Si](C)(C)C(C)(C)C)O2)cc1. Reaction SMILES: [C:1]([CH3:2])([CH3:3])([CH3:4])[Si:5]([O:6][CH:7]([CH:8]([CH2:9][CH2:10][CH2:11][CH2:12][C:13]([CH:14]([CH3:15])[CH:16]1[O:17][CH:18]([c:23]2[cH:24][cH:25][c:26]([O:29][CH3:30])[cH:27][cH:28]2)[O:19][CH2:20][CH:21]1[CH3:22])=[O:31])[CH3:32])[CH:33]([CH:34]=[CH:35][CH:36]([CH2:37][CH:38]([CH:39]([CH:40]=[CH:41][CH2:42][O:43][C:44]([c:45]1[cH:46][cH:47][cH:48][cH:49][cH:50]1)([c:51]1[cH:52][cH:53][cH:54][cH:55][cH:56]1)[c:57]1[cH:58][cH:59][cH:60][cH:61][cH:62]1)[CH3:63])[O:64][Si:65]([CH3:66])([CH3:67])[C:68]([CH3:69])([CH3:70])[CH3:71])[O:72][Si:73]([CH3:74])([CH3:75])[C:76]([CH3:77])([CH3:78])[CH3:79])[CH3:80])([CH3:81])[CH3:82].[CH2:83]1[O:84][CH2:85][CH2:86][CH2:87]1>>[C:1]([CH3:2])([CH3:3])([CH3:4])[Si:5]([O:6][CH:7]([CH:8]([CH2:9][CH2:10][CH2:11][CH2:12][CH:13]([CH:14]([CH3:15])[CH:16]1[O:17][CH:18]([c:23]2[cH:24][cH:25][c:26]([O:29][CH3:30])[cH:27][cH:28]2)[O:19][CH2:20][CH:21]1[CH3:22])[OH:31])[CH3:32])[CH:33]([CH:34]=[CH:35][CH:36]([CH2:37][CH:38]([CH:39]([CH:40]=[CH:41][CH2:42][O:43][C:44]([c:45]1[cH:46][cH:47][cH:48][cH:49][cH:50]1)([c:51]1[cH:52][cH:53][cH:54][cH:55][cH:56]1)[c:57]1[cH:58][cH:59][cH:60][cH:61][cH:62]1)[CH3:63])[O:64][Si:65]([CH3:66])([CH3:67])[C:68]([CH3:69])([CH3:70])[CH3:71])[O:72][Si:73]([CH3:74])([CH3:75])[C:76]([CH3:77])([CH3:78])[CH3:79])[CH3:80])([CH3:81])[CH3:82]. The reactants are BrB(Br)Br, CC#N, ClCCl, COCCc1nc2c(N)nc3ccccc3c2n1CCCNC(=O)c1cc2ccccc2cn1. The product is Nc1nc2ccccc2c2c1nc(CCO)n2CCCNC(=O)c1cc2ccccc2cn1. RXN SMILES: [B:1]([Br:2])([Br:3])[Br:4].[CH3:42][C:43]#[N:44].[Cl:39][CH2:40][Cl:41].[NH2:5][c:6]1[n:7][c:8]2[cH:9][cH:10][cH:11][cH:12][c:13]2[c:14]2[c:15]1[n:16][c:17]([CH2:35][CH2:36][O:37][CH3:38])[n:18]2[CH2:19][CH2:20][CH2:21][NH:22][C:23](=[O:24])[c:25]1[n:26][cH:27][c:28]2[cH:29][cH:30][cH:31][cH:32][c:33]2[cH:34]1>>[NH2:5][c:6]1[n:7][c:8]2[cH:9][cH:10][cH:11][cH:12][c:13]2[c:14]2[c:15]1[n:16][c:17]([CH2:35][CH2:36][OH:37])[n:18]2[CH2:19][CH2:20][CH2:21][NH:22][C:23](=[O:24])[c:25]1[n:26][cH:27][c:28]2[cH:29][cH:30][cH:31][cH:32][c:33]2[cH:34]1. Reactants: BrC1=C(C(=NC(=C1)Br)C)O (4,6-Dibromo-2-methylpyridin-3-ol), [Li]CCCC (n-BuLi). The solvent is C1CCOC1 (THF). Reaction conditions: temperature -78 celsius, time 2 hour. The product is BrC1=CC=C(C(=N1)C)O (6-bromo-2-methylpyridin-3-ol). Yield: 94.0%. RXN SMILES: Br[C:2]1[CH:7]=[C:6]([Br:8])[N:5]=[C:4]([CH3:9])[C:3]=1[OH:10].[Li]CCCC>C1COCC1>[Br:8][C:6]1[N:5]=[C:4]([CH3:9])[C:3]([OH:10])=[CH:2][CH:7]=1. Procedure details: 4,6-Dibromo-2-methylpyridin-3-ol (15.8 g, 59.4 mmol) was dissolved in THF (200 mL). The solution was cooled to −78° C. and n-BuLi (50 mL, 125 mmol, 2.5 M in hexane) was added dropwise keeping the temperature below −78° C. The reaction mixture was allowed to stir at that temperature for 2 hours. The reaction mixture was quenched with water (50 mL) and was neutralized with 2 N HCl. The aqueous mixture was extracted with dichloromethane (2 times). The combined organic layers were dried (Na2SO4) and... Starting materials: [Cl-].NC1=C(OCCC[N+]2=CN(C=C2)C)C=CC(=C1)N (1-[3-(2,4-diaminophenoxy)propyl]-3-methyl-3H-imidazol-1-ium chloride), C1(=C(C(=C(C(=C1F)F)F)N)F)N.Cl.Cl (dihydrochloride). Yields the product Cl.Cl.[Cl-].NC1=C(OCCC[N+]2=CN(C=C2)C)C=CC(=C1)N (1-[3-(2,4-Diaminophenoxy)propyl]-3-methyl-3H-imidazol-1-ium Chloride Dihydrochloride). RXN SMILES: [Cl-:1].[NH2:2][C:3]1[CH:18]=[C:17]([NH2:19])[CH:16]=[CH:15][C:4]=1[O:5][CH2:6][CH2:7][CH2:8][N+:9]1[CH:13]=[CH:12][N:11]([CH3:14])[CH:10]=1.C1(N)C(F)=C(F)C(F)=C(N)C=1F.Cl.Cl>>[ClH:1].[ClH:1].[Cl-:1].[NH2:2][C:3]1[CH:18]=[C:17]([NH2:19])[CH:16]=[CH:15][C:4]=1[O:5][CH2:6][CH2:7][CH2:8][N+:9]1[CH:13]=[CH:12][N:11]([CH3:14])[CH:10]=1 |f:0.1,2.3.4,5.6.7.8|. Procedure: 12.7 g of white crystals of 1-[3-(2,4-diaminophenoxy)propyl]-3-methyl-3H-imidazol-1-ium chloride, dihydrochloride were obtained, melting with decomposition at above 260° C. (Kofler), and the elemental analysis of which, calculated for C13H21N4OCl3 was: Reactants: NCC(O)C1=CC(=CC=C1)Cl (2-amino-1-(3-chlorophenyl)ethanol), C(#N)[BH3-].[Na+] (sodium cyanoborohydride), OC=1C=C(C=CC1OCC(C)=O)CC(=O)OC (methyl 3-hydroxy-4-(2-oxopropoxy)phenylacetate), C1=CC=CC=C1 (benzene). Solvent: CO (methanol). The product is COC(=O)CC1=CC(=C(OCC(C)NCC(O)C2=CC(=CC=C2)Cl)C=C1)O (2-[2-(4-Methoxycarbonylmethyl-2-hydroxyphenoxy)-1-methylethyl]amino-1-(3-chlorophenyl)ethanol). Yield: 57.1%. RXN SMILES: [NH2:1][CH2:2][CH:3]([C:5]1[CH:10]=[CH:9][CH:8]=[C:7]([Cl:11])[CH:6]=1)[OH:4].[OH:12][C:13]1[CH:14]=[C:15]([CH2:24][C:25]([O:27][CH3:28])=[O:26])[CH:16]=[CH:17][C:18]=1[O:19][CH2:20][C:21](=O)[CH3:22].C1C=CC=CC=1.C([BH3-])#N.[Na+]>CO>[CH3:28][O:27][C:25]([CH2:24][C:15]1[CH:16]=[CH:17][C:18]([O:19][CH2:20][CH:21]([NH:1][CH2:2][CH:3]([C:5]2[CH:10]=[CH:9][CH:8]=[C:7]([Cl:11])[CH:6]=2)[OH:4])[CH3:22])=[C:13]([OH:12])[CH:14]=1)=[O:26] |f:3.4|. Procedure: Following a procedure similar to that described in Example 6, but using 2 g of 2-amino-1-(3-chlorophenyl)ethanol (prepared as described in Preparation 8), 3.07 g of methyl 3-hydroxy-4-(2-oxopropoxy)phenylacetate (prepared as described in Preparation 34), 70 ml of dry benzene, 60 ml of absolute methanol and 1.7 g of sodium cyanoborohydride, and then purifying the reaction product by column chromatography through silica gel, using ethyl acetate as the eluent, 2.62 g of the title compound were obta... Reagents/catalysts: [Pd] (palladium on carbon). The yield is 87.0%. Starting materials: N(=[N+]=[N-])[C@H]([C@H]([C@@H]([C@H]([C@H]([C@H](COS(=O)(=O)C)O)O)OS(=O)(=O)C)O)O)CO (7-Azido-7-deoxy-1,4-di-O-methanesulphonyl-L-threo-L-talo-octitol), CO (methanol), C(C)(=O)[O-].[Na+] (sodium acetate), C(C)(=O)OCC (ethyl acetate). Product: OC[C@H]1[C@H]([C@@H]([C@H]2[C@H]([C@H](CN12)O)O)O)O ((1R,2R,3S,6S,7R,7aR)-3-(hydroxymethyl)-1,2,6,7-tetrahydroxypyrrolizidine), glass. Run in O (water). Reported procedure: 7-Azido-7-deoxy-1,4-di-O-methanesulphonyl-L-threo-L-talo-octitol (Qi, 1.6 g, 3.78 mmol) was dissolved in water (30 ml) and was treated with 10% palladium on carbon (400 mg) under an atmosphere of hydrogen for 16 h. T.l.c analysis (ethyl acetate:methanol, 9:1) indicated the disappearance of starting material (Rf 0.75) and the presence of a more polar product (Rf 0.05). Palladium was removed by filtration and the filtrate was treated with sodium acetate (930 mg, 11.34 mmol) at 60° C. for 16 h. The... RXN SMILES: [N:1]([C@@H:4]([CH2:25][OH:26])[C@@H:5]([OH:24])[C@H:6]([OH:23])[C@@H:7](OS(C)(=O)=O)[C@@H:8]([OH:17])[C@@H:9]([OH:16])[CH2:10]OS(C)(=O)=O)=[N+]=[N-].C(OCC)(=O)C.CO.C([O-])(=O)C.[Na+]>O.[Pd]>[OH:26][CH2:25][C@@H:4]1[N:1]2[C@H:7]([C@@H:8]([OH:17])[C@@H:9]([OH:16])[CH2:10]2)[C@@H:6]([OH:23])[C@@H:5]1[OH:24] |f:3.4|. The reactants are C(CCC)(=O)[O-].[Na+] (sodium butyrate), BrC1=CC=C(C=C1)SCCC=O (3-(4-bromophenylthio)propanal), Cl (hydrochloric acid), C(CC(=O)C)(=O)OC (methyl acetoacetate), Cl (hydrochloric acid), [OH-].[Na+] (sodium hydroxide). The reagents and catalysts are [Br-].C(CCC)[N+](CCCC)(CCCC)CCCC (tetrabutylammonium bromide). Run in C1(=CC=CC=C1)C (toluene), O (water). Conditions: time 3 hour. The product is BrC1=CC=C(C=C1)SCCC(CC(C)=O)O (6-(4-bromophenylthio)-4-hydroxy-2-hexanone). The yield is 99.5%. As a reaction SMILES: C(OC)(=O)[CH2:2][C:3]([CH3:5])=[O:4].[OH-].[Na+].Cl.C([O-])(=O)CCC.[Na+].[Br:19][C:20]1[CH:25]=[CH:24][C:23]([S:26][CH2:27][CH2:28][CH:29]=[O:30])=[CH:22][CH:21]=1>O.[Br-].C([N+](CCCC)(CCCC)CCCC)CCC.C1(C)C=CC=CC=1>[Br:19][C:20]1[CH:21]=[CH:22][C:23]([S:26][CH2:27][CH2:28][CH:29]([OH:30])[CH2:2][C:3](=[O:4])[CH3:5])=[CH:24][CH:25]=1 |f:1.2,4.5,8.9|. Reported procedure: 9.86 Grams of methyl acetoacetate were dissolved in 15 ml of water, and 12.67 g of a 30% aqueous sodium hydroxide solution were added thereto by drops while cooling the mixture to 25° C. or less. After having been stirred at 30°-35° C. for 3 hours, the mixture was adjusted to pH 7.0 with a concentrated aqueous hydrochloric acid solution. Thereafter, 1.10 g of sodium butyrate and 2.42 g of tetrabutylammonium bromide were added thereto and then an additional concentrated aqueous hydrochloric acid ... The reactants are C(C)(=O)O[C@@H]1C=C[C@@H](C1)N(C(=O)OC(C)(C)C)C(=O)OC(C)(C)C ((1S-cis)-4-(di-tert-butoxycarbonylamino)cyclopent-2-enyl acetate), [BH4-].[Na+] (sodium borohydride), C(C)(=O)O (acetic acid). The reagents and catalysts are C=1C=CC(=CC1)[P](C=2C=CC=CC2)(C=3C=CC=CC3)[Pd]([P](C=4C=CC=CC4)(C=5C=CC=CC5)C=6C=CC=CC6)([P](C=7C=CC=CC7)(C=8C=CC=CC8)C=9C=CC=CC9)[P](C=1C=CC=CC1)(C=1C=CC=CC1)C=1C=CC=CC1 (tetrakis(triphenylphosphine)palladium(0)). The solvent is C(C)(C)O (isopropanol), O1CCCC1 (tetrahydrofuran). Product: CC(C)(OC(=O)N([C@H]1C=CCC1)C(=O)OC(C)(C)C)C ((3R)-3-[Bis[(1,1-dimethylethoxy)carbonyl]amino]-1-cyclopentene). Yield: 79.2%. Reaction SMILES: C(O[C@H:5]1[CH2:9][C@@H:8]([N:10]([C:18]([O:20][C:21]([CH3:24])([CH3:23])[CH3:22])=[O:19])[C:11]([O:13][C:14]([CH3:17])([CH3:16])[CH3:15])=[O:12])[CH:7]=[CH:6]1)(=O)C.[BH4-].[Na+].C(O)(=O)C>C(O)(C)C.O1CCCC1.C1C=CC([P]([Pd]([P](C2C=CC=CC=2)(C2C=CC=CC=2)C2C=CC=CC=2)([P](C2C=CC=CC=2)(C2C=CC=CC=2)C2C=CC=CC=2)[P](C2C=CC=CC=2)(C2C=CC=CC=2)C2C=CC=CC=2)(C2C=CC=CC=2)C2C=CC=CC=2)=CC=1>[CH3:16][C:14]([CH3:17])([O:13][C:11]([N:10]([C:18]([O:20][C:21]([CH3:24])([CH3:23])[CH3:22])=[O:19])[C@@H:8]1[CH2:9][CH2:5][CH:6]=[CH:7]1)=[O:12])[CH3:15] |f:1.2,^1:43,45,64,83|. Procedure details: To a solution of (1S-cis)-4-(di-tert-butoxycarbonylamino)cyclopent-2-enyl acetate (prepared as described by D. Zhang et.al. Tett. Lett. 1996, 3799–3802) (8.98 g), tetrakis(triphenylphosphine)palladium(0) (0.463 g) in isopropanol (135 ml) and tetrahydrofuran (135 ml) was added sodium borohydride (4.97 g) portionwise at 0° C. The mixture was stirred at 0° C. for 3 hours before the careful dropwise addition of glacial acetic acid (20 ml). The solution was concentrated in vacuo and the residue purif...